Dataset: the Open Reaction Database (ORD), a public repository of structured organic reaction records. Task: describe an organic reaction: reactants, conditions, products, and yield Starting materials: C(C)(C)C=1C=CC(=C(C1)N1CC2=C(N=C(N=C2N2CC([C@H](CC2)OC)(C)C)C2=C3C(=CN(C3=CC=C2)S(=O)(=O)C2=CC=C(C)C=C2)C)CC1)C ((S)-6-(5-isopropyl-2-methylphenyl)-4-(4-methoxy-3,3-dimethylpiperidin-1-yl)-2-(3-methyl-1-tosyl-1H-indol-4-yl)-5,6,7,8-tetrahydropyrido[4,3-d]pyrimidine), [OH-].[K+] (KOH), O (water), [OH-].[NH4+] (ammonium hydroxide). The solvent is CO (methanol), ClCCl (dichloromethane), [Cl-].[Na+].O (brine). Reaction conditions: temperature 80 celsius. Yields the product C(C)(C)C=1C=CC(=C(C1)N1CC2=C(N=C(N=C2N2CC([C@H](CC2)OC)(C)C)C2=C3C(=CNC3=CC=C2)C)CC1)C ((S)-6-(5-isopropyl-2-methylphenyl)-4-(4-methoxy-3,3-dimethylpiperidin-1-yl)-2-(3-methyl-1H-indol-4-yl)-5,6,7,8-tetrahydropyrido[4,3-d]pyrimidine). Reaction SMILES: [CH:1]([C:4]1[CH:5]=[CH:6][C:7]([CH3:50])=[C:8]([N:10]2[CH2:49][CH2:48][C:13]3[N:14]=[C:15]([C:28]4[CH:36]=[CH:35][CH:34]=[C:33]5[C:29]=4[C:30]([CH3:47])=[CH:31][N:32]5S(C4C=CC(C)=CC=4)(=O)=O)[N:16]=[C:17]([N:18]4[CH2:23][CH2:22][C@H:21]([O:24][CH3:25])[C:20]([CH3:27])([CH3:26])[CH2:19]4)[C:12]=3[CH2:11]2)[CH:9]=1)([CH3:3])[CH3:2].[OH-].[K+].[OH-].[NH4+].O>CO.ClCCl.[Cl-].[Na+].O>[CH:1]([C:4]1[CH:5]=[CH:6][C:7]([CH3:50])=[C:8]([N:10]2[CH2:49][CH2:48][C:13]3[N:14]=[C:15]([C:28]4[CH:36]=[CH:35][CH:34]=[C:33]5[C:29]=4[C:30]([CH3:47])=[CH:31][NH:32]5)[N:16]=[C:17]([N:18]4[CH2:23][CH2:22][C@H:21]([O:24][CH3:25])[C:20]([CH3:26])([CH3:27])[CH2:19]4)[C:12]=3[CH2:11]2)[CH:9]=1)([CH3:3])[CH3:2] |f:1.2,3.4,8.9.10|. Procedure: To a solution of (S)-6-(5-isopropyl-2-methylphenyl)-4-(4-methoxy-3,3-dimethylpiperidin-1-yl)-2-(3-methyl-1-tosyl-1H-indol-4-yl)-5,6,7,8-tetrahydropyrido[4,3-d]pyrimidine (135 mg, 0.195 mmol) in methanol (2 mL) in a microwave vial was added KOH (100 mg, 1.75 mmol) followed by 28% ammonium hydroxide in water (1 mL, 7.25 mmol). The vial was sealed and heated via microwave irradiation at 80° C. for 75 minutes. The reaction mixture was cooled to room temperature and diluted with dichloromethane and b... Starting materials: FC(C(=O)[O-])(F)F.CC1(OC([C@@H](O1)C[NH3+])=O)C ((S)-2,2-dimethyl-5-oxo-[1,3]dioxolan-4-ylmethylammonium trifluoroacetate), C1(=CCCCC1)C1=CC=C(C=C1)C(C1=CC=C(C(=O)O)C=C1)NC(=O)NC1=CC(=CC(=C1)Cl)Cl (4-[1-(4-Cyclohex-1-enylphenyl)-3-(3,5-dichlorophenyl)ureidomethyl]benzoic acid), CCN=C=NCCCN(C)C (EDAC), C=1C=CC2=C(C1)N=NN2O (HOBt), C(C)(C)N(CC)C(C)C (diisopropylethylamine). Solvent: CN(C)C=O (DMF), CN(C)C=O (DMF). Conditions: time 1 hour. Product: C1(=CCCCC1)C1=CC=C(C=C1)C(C1=CC=C(C(=O)NC[C@@H](C(=O)O)O)C=C1)NC(=O)NC1=CC(=CC(=C1)Cl)Cl ((S)-3{-4-[1-(4-Cyclohex-1-enylphenyl)-3-(3,5-dichlorophenyl)ureidomethyl]benzoylamino}-2-hydroxypropionic Acid). RXN SMILES: [C:1]1([C:7]2[CH:12]=[CH:11][C:10]([CH:13]([NH:23][C:24]([NH:26][C:27]3[CH:32]=[C:31]([Cl:33])[CH:30]=[C:29]([Cl:34])[CH:28]=3)=[O:25])[C:14]3[CH:22]=[CH:21][C:17](C(O)=O)=[CH:16][CH:15]=3)=[CH:9][CH:8]=2)[CH2:6][CH2:5][CH2:4][CH2:3][CH:2]=1.CCN=C=NCCCN(C)C.C1C=CC2N(O)N=NC=2C=1.FC(F)(F)[C:58]([O-])=[O:59].CC1(C)[O:68][C@@H:67]([CH2:69][NH3+:70])[C:66](=[O:71])[O:65]1.C(N(C(C)C)CC)(C)C>CN(C=O)C>[C:1]1([C:7]2[CH:12]=[CH:11][C:10]([CH:13]([NH:23][C:24]([NH:26][C:27]3[CH:32]=[C:31]([Cl:33])[CH:30]=[C:29]([Cl:34])[CH:28]=3)=[O:25])[C:14]3[CH:22]=[CH:21][C:17]([C:58]([NH:70][CH2:69][C@H:67]([OH:68])[C:66]([OH:65])=[O:71])=[O:59])=[CH:16][CH:15]=3)=[CH:9][CH:8]=2)[CH2:6][CH2:5][CH2:4][CH2:3][CH:2]=1 |f:3.4|. Procedure details: 4-[1-(4-Cyclohex-1-enylphenyl)-3-(3,5-dichlorophenyl)ureidomethyl]benzoic acid (130 mg, 0.26 mmol) was dissolved in DMF (2 mL), then EDAC (50 mg, 0.26 mmol) and HOBt (43 mg, 0.32 mmol) were added and the reaction mixture was stirred at room temperature for 1 hour. The above crude (S)-2,2-dimethyl-5-oxo-[1,3]dioxolan-4-ylmethylammonium trifluoroacetate was dissolved in DMF (1 mL) and added to the reaction mixture together with diisopropylethylamine (450 mg, 3.5 mmol). The mixture was stirred at r... Isolated yield 95.0%. The reactants are C[Si](O[Si](C=C)(C)C)(C=C)C (1,1,3,3-tetramethyl-1,3-divinyldisiloxane), SCCC[Si](OC)(OC)OC (gamma mercaptopropyltrimethoxy silane), C[Si](O[Si](C=C)(C)C)(C=C)C (1,1,3,3-tetramethyl-1,3-divinyldisiloxane). Procedure: 1-(7,7-dimethoxy-8-oxa-3-thia-7-silanonyl)-1,1,3,3-tetramethyl-3-vinyldisiloxane was prepared according to the following process. Two and one-half moles (490 grams) of gamma mercaptopropyltrimethoxy silane was added to a 1-liter flask. A portion of a total quantity of one mole (186 grams) of 1,1,3,3-tetramethyl-1,3-divinyldisiloxane was added to the flask, resulting in the immediate formation of a bluegreen color and generation of heat. The flask was placed in a hood and stirred. The exotherm wa... Product: CO[Si](CCCSCC[Si](O[Si](C=C)(C)C)(C)C)(OC)OC (1-(7,7-dimethoxy-8-oxa-3-thia-7-silanonyl)-1,1,3,3-tetramethyl-3-vinyldisiloxane), pure product. Run at time 10 minute. Reaction SMILES: [SH:1][CH2:2][CH2:3][CH2:4][Si:5]([O:10][CH3:11])([O:8][CH3:9])[O:6][CH3:7].[CH3:12][Si:13]([CH3:22])([CH:20]=[CH2:21])[O:14][Si:15]([CH3:19])([CH3:18])[CH:16]=[CH2:17]>>[CH3:9][O:8][Si:5]([O:10][CH3:11])([O:6][CH3:7])[CH2:4][CH2:3][CH2:2][S:1][CH2:17][CH2:16][Si:15]([CH3:18])([CH3:19])[O:14][Si:13]([CH3:22])([CH3:12])[CH:20]=[CH2:21]. Starting materials: ClCC1=NC2=C(N1)C=CC=C2C(=O)OCC (ethyl 2-chloromethyl-1H-benzimidazole-4-carboxylate), N1CCOCC1 (morpholine), N1CCOCC1 (morpholine). The solvent is ClC(C)Cl (dichloroethane). Conditions: time 15 hour. The product is C(C)OC(=O)C1=CC=CC=2NC(=NC21)CN2CCOCC2 (ethyl-2-morpholinomethyl-1H-benzimidazole-4-carboxylate). The yield is 72.3%. As a reaction SMILES: Cl[CH2:2][C:3]1[NH:7][C:6]2[CH:8]=[CH:9][CH:10]=[C:11]([C:12]([O:14][CH2:15][CH3:16])=[O:13])[C:5]=2[N:4]=1.[NH:17]1[CH2:22][CH2:21][O:20][CH2:19][CH2:18]1>ClC(Cl)C>[CH2:15]([O:14][C:12]([C:11]1[C:5]2[N:4]=[C:3]([CH2:2][N:17]3[CH2:22][CH2:21][O:20][CH2:19][CH2:18]3)[NH:7][C:6]=2[CH:8]=[CH:9][CH:10]=1)=[O:13])[CH3:16]. Procedure: To a solution of ethyl 2-chloromethyl-1H-benzimidazole-4-carboxylate (250 mg) in dichloroethane (2.5 ml) was added morpholine (183 mg) under ice bath cooling and the reaction mixture was stirred at ambient temperature for 15 hours. To the reaction mixture was added morpholine (91 mg) and stirred at 80° C. for 6 hours. After the reaction mixture was concentrated in vacuo, the residue was diluted with chloroform and saturated sodium hydrogen carbonate aqueous solution. The organic layer was separa... Yields the product C(CCC)NC(=O)N1C=2N(C3=C1C=CC=C3)C(N(C(N2)(C)C)C)=O (N-Butyl-4-oxo-2,3,4,10-tetrahydro-2,2,3-trimethyl-1,3,5-triazino[1,2-a]benzimidazole-10-carboxamide). Procedure: The procedure of Example 10 was used to prepare the title compound from 1,2-dihydro-2,2,3-trimethyl-1,3,5-triazino[1,2-a]benzimidazol-4(3H)-one and n-butyl isocyanate. The confirmatory elemental analysis for the product, mp 95°-97° C., is shown in Table III. The reactants are CC1(NC2=NC3=C(N2C(N1C)=O)C=CC=C3)C (1,2-dihydro-2,2,3-trimethyl-1,3,5-triazino[1,2-a]benzimidazol-4(3H)-one), C(CCC)N=C=O (n-butyl isocyanate). As a reaction SMILES: [CH3:1][C:2]1([CH3:17])[N:10]([CH3:11])[C:9](=[O:12])[N:8]2[C:4](=[N:5][C:6]3[CH:16]=[CH:15][CH:14]=[CH:13][C:7]=32)[NH:3]1.[CH2:18]([N:22]=[C:23]=[O:24])[CH2:19][CH2:20][CH3:21]>>[CH2:18]([NH:22][C:23]([N:5]1[C:6]2[CH:16]=[CH:15][CH:14]=[CH:13][C:7]=2[N:8]2[C:9](=[O:12])[N:10]([CH3:11])[C:2]([CH3:17])([CH3:1])[N:3]=[C:4]12)=[O:24])[CH2:19][CH2:20][CH3:21]. Starting materials: CN1CN2C(=C(C3=CC=CC=C23)SC2=CC=C(C(=O)OC)C=C2)CC1 (methyl 4-((2-methyl-1,2,3,4-tetrahydropyrimido[1,6-a]indol-5-yl)thio)benzoate), NO.Cl (NH2OH.HCl), C[O-].[Na+] (NaOMe). Solvent: CO (MeOH), CO (methanol). Conditions: time 4 hour. The product is ONC(C1=CC=C(C=C1)SC1=C2N(C3=CC=CC=C13)CN(CC2)C)=O (N-Hydroxy-4-((2-methyl-1,2,3,4-tetrahydropyrimido[1,6-a]indol-5-yl)thio)benzamide). Isolated yield 29.9%. RXN SMILES: [CH3:1][N:2]1[CH2:25][CH2:24][C:5]2=[C:6]([S:13][C:14]3[CH:23]=[CH:22][C:17]([C:18](OC)=[O:19])=[CH:16][CH:15]=3)[C:7]3[C:12]([N:4]2[CH2:3]1)=[CH:11][CH:10]=[CH:9][CH:8]=3.[NH2:26][OH:27].Cl.C[O-].[Na+]>CO>[OH:27][NH:26][C:18](=[O:19])[C:17]1[CH:22]=[CH:23][C:14]([S:13][C:6]2[C:7]3[C:12](=[CH:11][CH:10]=[CH:9][CH:8]=3)[N:4]3[CH2:3][N:2]([CH3:1])[CH2:25][CH2:24][C:5]=23)=[CH:15][CH:16]=1 |f:1.2,3.4|. Procedure details: To a solution of methyl 4-((2-methyl-1,2,3,4-tetrahydropyrimido[1,6-a]indol-5-yl)thio)benzoate (0.4 g) and NH2OH.HCl (0.63 g) in 4 mL of dry MeOH was added 2.5 mL of 25% NaOMe solution in methanol. The reaction mixture was stirred for 4 h at r.t. and then quenched with 10 mL of potassium phosphate buffer solution. The mixture was extracted 40 mL of EtOAc. The extract was dried over Na2SO4, filtered and concentrated. The residue was purified by silica gel chromatography eluted with up to 10% MeOH...